This data is from the Open Reaction Database (ORD), a public repository of structured organic reaction records. The task is: describe an organic reaction: reactants, conditions, products, and yield Starting materials: C1=CC=C(C2=NC3=CC=CC=C3C=C12)C(=O)OC (methyl acridine-4-carboxylate), CN(CCN)C (N,N-dimethylethylenediamine), N#N (N2). Solvent: C(CC)O (propan-1-ol). Yields the product C1=CC=C(C2=NC3=CC=CC=C3C=C12)C(=O)N (acridine-4-carboxamide). Yield: 80.4%. Reaction SMILES: [CH:1]1[C:14]2[C:5](=[N:6][C:7]3[C:12]([CH:13]=2)=[CH:11][CH:10]=[CH:9][CH:8]=3)[C:4]([C:15]([O:17]C)=O)=[CH:3][CH:2]=1.C[N:20](C)CCN.N#N>C(O)CC>[CH:1]1[C:14]2[C:5](=[N:6][C:7]3[C:12]([CH:13]=2)=[CH:11][CH:10]=[CH:9][CH:8]=3)[C:4]([C:15]([NH2:20])=[O:17])=[CH:3][CH:2]=1. Reported procedure: A solution of 8a (1.83 g, 7.72 mmol) and N,N-dimethylethylenediamine (3.40 g, 38.6 mmol) in propan-1-ol (80 ml) was flushed with N2, and the mixture was heated at reflux for three days under N2. Solvent was then removed under reduced pressure, and the residue was partitioned between CH2Cl2 (100 ml) and 1M Na2CO3 (100 ml). The organic layer was evaporated and the residue chromatographed on alumina, eluting with CH2Cl2 /MeOH (199:1) to give N-[2-dimethylamino)ethyl]acridine-4-carboxamide 3a (1.38 ...